From a dataset of the Open Reaction Database (ORD), a public repository of structured organic reaction records. describe an organic reaction: reactants, conditions, products, and yield Reactants: NC1=CC=C(C(=N1)OC)C(CCC1CCN(CC1)C(=O)OC(C)(C)C)=O (1,1-Dimethylethyl 4-{3-[6-amino-2-(methyloxy)-3-pyridinyl]-3-oxopropyl}-1-piperidinecarboxylate), ClN1C(CCC1=O)=O (N-chlorosuccinimide). Solvent: CN(C=O)C (N,N-dimethylformamide), C(C)OCC (diethylether). Reaction conditions: temperature 80 celsius, time 4 hour. Yields the product NC1=C(C=C(C(=N1)OC)C(CCC1CCN(CC1)C(=O)OC(C)(C)C)=O)Cl (1,1-Dimethylethyl 4-{3-[6-amino-5-chloro-2-(methyloxy)-3-pyridinyl]-3-oxopropyl}-1-piperidinecarboxylate). Isolated yield 55.4%. RXN SMILES: [NH2:1][C:2]1[N:7]=[C:6]([O:8][CH3:9])[C:5]([C:10](=[O:26])[CH2:11][CH2:12][CH:13]2[CH2:18][CH2:17][N:16]([C:19]([O:21][C:22]([CH3:25])([CH3:24])[CH3:23])=[O:20])[CH2:15][CH2:14]2)=[CH:4][CH:3]=1.[Cl:27]N1C(=O)CCC1=O>CN(C)C=O.C(OCC)C>[NH2:1][C:2]1[N:7]=[C:6]([O:8][CH3:9])[C:5]([C:10](=[O:26])[CH2:11][CH2:12][CH:13]2[CH2:14][CH2:15][N:16]([C:19]([O:21][C:22]([CH3:23])([CH3:25])[CH3:24])=[O:20])[CH2:17][CH2:18]2)=[CH:4][C:3]=1[Cl:27]. Reported procedure: A mixture of 1,1-dimethylethyl 4-{3-[6-amino-2-(methyloxy)-3-pyridinyl]-3-oxopropyl}-1-piperidinecarboxylate (step 3, 300 mg, 0.825 mmol) and N-chlorosuccinimide (115.7 mg, 0.866mmol) in N,N-dimethylformamide (5 ml) was stirred at 80° C. for 4 h. After cooling to room temperature, the mixture was diluted with diethylether (150 ml), washed with water (50 ml×2) and brine (150 ml), and dried over magnesium sulfate. Removal of solvent gave a brown oil, which was chromatographed on a column of silica... Reactants: ClC1=CC=C(CNC(=O)C2=CN3C4=C(C=C(C=C4C2=O)C#CCO)OCC3)C=C1 (N-(4-Chlorobenzyl)-9-(3-hydroxy-1-propynyl)-7-oxo-2,3-dihydro-7H-[1,4]oxazino[2,3,4-ij]quinoline-6-carboxamide), [H][H] (hydrogen). Reagents/catalysts: [Pt] (platinum on carbon). Solvent: C1CCOC1.CO (THF methanol). The product is ClC1=CC=C(CNC(=O)C2=CN3C4=C(C=C(C=C4C2=O)CCC)OCC3)C=C1 (N-(4-chlorobenzyl)-7-oxo-9-propyl-2,3-dihydro-7H-[1,4]oxazino[2,3,4-ij]quinoline-6-carboxamide). The yield is 34.0%. RXN SMILES: [Cl:1][C:2]1[CH:29]=[CH:28][C:5]([CH2:6][NH:7][C:8]([C:10]2[C:19](=[O:20])[C:18]3[C:13]4=[C:14]([O:25][CH2:26][CH2:27][N:12]4[CH:11]=2)[CH:15]=[C:16]([C:21]#[C:22][CH2:23]O)[CH:17]=3)=[O:9])=[CH:4][CH:3]=1.[H][H]>[Pt].C1COCC1.CO>[Cl:1][C:2]1[CH:3]=[CH:4][C:5]([CH2:6][NH:7][C:8]([C:10]2[C:19](=[O:20])[C:18]3[C:13]4=[C:14]([O:25][CH2:26][CH2:27][N:12]4[CH:11]=2)[CH:15]=[C:16]([CH2:21][CH2:22][CH3:23])[CH:17]=3)=[O:9])=[CH:28][CH:29]=1 |f:3.4|. Reported procedure: A mixture of 50 mg of N-(4-chlorobenzyl)-9-(3-hydroxy-1-propynyl)-7-oxo-2,3-dihydro-7H-[1,4]oxazino[2,3,4-ij]quinoline-6-carboxamide of Example 2 and 20 mg of 5% platinum on carbon in 2 mL of 1:1 THF-methanol is stirred vigorously under 1 atmosphere of hydrogen gas for 3 hours, then filtered through diatomaceous earth. The filtrate is concentrated under reduced pressure, and the residue chromatographed on silica using 2-3% methanol in dichloromethane. Following concentration under reduced pressu... Starting materials: ice water, C(C1=CC=CC=C1)(C1=CC=CC=C1)(C1=CC=CC=C1)NC=1SC=C(N1)C(C(=O)O)=NOC (2-(2-tritylaminothiazol-4-yl)-2-methoxyiminoacetic acid), N1=CC=CC=C1 (pyridine), C(C(C)(C)C)(=O)OCOC(=O)C1=C(CS[C@H]2N1C(C2N)=O)C=CC2=C(N=CS2)C (7-Amino-3-[2-(4-methylthiazol-5-yl)vinyl]-3-cephem-4-carboxylic acid pivaloyloxymethyl ester), resultant solution, P(=O)(Cl)(Cl)Cl (phosphorus oxychloride). Solvent: C(C)(=O)OCC (ethyl acetate), C(Cl)Cl (methylene chloride), C(Cl)Cl (methylene chloride). Run at temperature 0 celsius, time 10 minute. The product is CON=C(C(=O)NC1[C@@H]2N(C(=C(CS2)C=CC2=C(N=CS2)C)C(=O)O)C1=O)C=1N=C(SC1)NC(C1=CC=CC=C1)(C1=CC=CC=C1)C1=CC=CC=C1 (7-[2-Methoxyimino-2(2-tritylaminothiazol-4yl)acetamido]-3-[2-(4-methylthiazol-5-yl)vinyl]-3-cephem-4-carboxylic acid), pivaloyloxymethyl ester. As a reaction SMILES: C(OC[O:9][C:10]([C:12]1[N:17]2[C:18](=[O:21])[CH:19]([NH2:20])[C@H:16]2[S:15][CH2:14][C:13]=1[CH:22]=[CH:23][C:24]1[S:28][CH:27]=[N:26][C:25]=1[CH3:29])=[O:11])(=O)C(C)(C)C.[C:30]([NH:49][C:50]1[S:51][CH:52]=[C:53]([C:55](=[N:59][O:60][CH3:61])[C:56](O)=[O:57])[N:54]=1)([C:43]1[CH:48]=[CH:47][CH:46]=[CH:45][CH:44]=1)([C:37]1[CH:42]=[CH:41][CH:40]=[CH:39][CH:38]=1)[C:31]1[CH:36]=[CH:35][CH:34]=[CH:33][CH:32]=1.N1C=CC=CC=1.P(Cl)(Cl)(Cl)=O>C(Cl)Cl.C(OCC)(=O)C>[CH3:61][O:60][N:59]=[C:55]([C:53]1[N:54]=[C:50]([NH:49][C:30]([C:43]2[CH:48]=[CH:47][CH:46]=[CH:45][CH:44]=2)([C:37]2[CH:38]=[CH:39][CH:40]=[CH:41][CH:42]=2)[C:31]2[CH:36]=[CH:35][CH:34]=[CH:33][CH:32]=2)[S:51][CH:52]=1)[C:56]([NH:20][CH:19]1[C:18](=[O:21])[N:17]2[C:12]([C:10]([OH:9])=[O:11])=[C:13]([CH:22]=[CH:23][C:24]3[S:28][CH:27]=[N:26][C:25]=3[CH3:29])[CH2:14][S:15][C@H:16]12)=[O:57]. Procedure details: 7-Amino-3-[2-(4-methylthiazol-5-yl)vinyl]-3-cephem-4-carboxylic acid pivaloyloxymethyl ester (0.229 g) as prepared in Reference Example 1 above was dissolved in methylene chloride (5 ml). The resultant solution was admixed with 2-(2-tritylaminothiazol-4-yl)-2-methoxyiminoacetic acid (syn-isomer) (0.235 g) and methylene chloride (5 ml). To the mixture obtained were further added pyridine (0.07 ml) and then dropwise phosphorus oxychloride (0.07 ml) at -20° C. The reaction mixture was stirred for 1... The reactants are ClCCN(C1=C(C(=O)O)C=C(C=C1C)C)CCCl (2-Bis(2'-chloroethyl)amino-3,5-dimethylbenzoic acid), C(C1=CC=CC=C1)O (benzyl alcohol), C1(CCCCC1)N=C=NC1CCCCC1 (1,3-dicyclohexylcarbodiimide). The reagents and catalysts are CN(C1=CC=NC=C1)C (4-dimethylaminopyridine). Solvent: ClCCl (dichloromethane), hexanes. Run at time 17 hour. Product: ClCCN(C1=C(C(=O)OCC2=CC=CC=C2)C=C(C=C1C)C)CCCl (Benzyl 2-Bis(2'-chloroethyl)amino-3,5-dimethylbenzoate). The yield is 91.5%. Reaction SMILES: [Cl:1][CH2:2][CH2:3][N:4]([CH2:16][CH2:17][Cl:18])[C:5]1[C:13]([CH3:14])=[CH:12][C:11]([CH3:15])=[CH:10][C:6]=1[C:7]([OH:9])=[O:8].[CH2:19](O)[C:20]1[CH:25]=[CH:24][CH:23]=[CH:22][CH:21]=1.C1(N=C=NC2CCCCC2)CCCCC1>CN(C)C1C=CN=CC=1.ClCCl>[Cl:1][CH2:2][CH2:3][N:4]([CH2:16][CH2:17][Cl:18])[C:5]1[C:13]([CH3:14])=[CH:12][C:11]([CH3:15])=[CH:10][C:6]=1[C:7]([O:9][CH2:19][C:20]1[CH:25]=[CH:24][CH:23]=[CH:22][CH:21]=1)=[O:8]. Procedure details: 2-Bis(2'-chloroethyl)amino-3,5-dimethylbenzoic acid (1.0 g, 3.45 mmol), benzyl alcohol (0.75 g, 6.90 mmol), 1,3-dicyclohexylcarbodiimide (0.82 g, 3.975 mmol), and 4-dimethylaminopyridine (0.50 g, 4.03 mmol) were dissolved in 25 mL dichloromethane at room temperature to form a reaction mixture. The mixture was stirred for 17 hours, diluted with hexanes (10 mL), cooled in the freezer for 20 minutes, and then filtered, It was then concentrated and then subjected to flash chromatographic purificatio... The reactants are Nc1cc(-c2ccccc2)ccc1Br, [Cl-], Cl, O=N[O-], [Na+], O. Product: NNc1cc(-c2ccccc2)ccc1Br, Cl. Reaction SMILES: [Br:1][c:2]1[c:3]([NH2:14])[cH:4][c:5](-[c:8]2[cH:9][cH:10][cH:11][cH:12][cH:13]2)[cH:6][cH:7]1.[Cl-:19].[ClH:21].[N:15]([O-:16])=[O:17].[Na+:18].[OH2:20]>>[Br:1][c:2]1[c:3]([NH:14][NH2:15])[cH:4][c:5](-[c:8]2[cH:9][cH:10][cH:11][cH:12][cH:13]2)[cH:6][cH:7]1.[ClH:19].